Task: describe an organic reaction: reactants, conditions, products, and yield. Dataset: the Open Reaction Database (ORD), a public repository of structured organic reaction records Starting materials: NC1=NC(=C(C(=N1)Cl)CC=1C=C(C=CC1)CC#N)C (2-(3-((2-Amino-4-chloro-6-methylpyrimidin-5-yl)methyl)phenyl)acetonitrile), C(CCCC)N (pentan-1-amine). The solvent is C(CCC)O (butan-1-ol). Conditions: temperature 110 celsius. Yields the product NC1=NC(=C(C(=N1)C)CC=1C=C(C=CC1)CC#N)NCCCCC (2-(3-((2-Amino-4-methyl-6-(pentylamino)pyrimidin-5-yl)methyl)phenyl)acetonitrile). Reaction SMILES: [NH2:1][C:2]1[N:7]=[C:6](Cl)[C:5]([CH2:9][C:10]2[CH:11]=[C:12]([CH2:16][C:17]#[N:18])[CH:13]=[CH:14][CH:15]=2)=[C:4]([CH3:19])[N:3]=1.[CH2:20]([NH2:25])[CH2:21][CH2:22][CH2:23][CH3:24]>C(O)CCC>[NH2:1][C:2]1[N:3]=[C:4]([CH3:19])[C:5]([CH2:9][C:10]2[CH:11]=[C:12]([CH2:16][C:17]#[N:18])[CH:13]=[CH:14][CH:15]=2)=[C:6]([NH:25][CH2:20][CH2:21][CH2:22][CH2:23][CH3:24])[N:7]=1. Procedure details: The product from step (iii) (Ig) was combined with butan-1-ol (25 mL) and pentan-1-amine (4 mL) was added. The reaction mixture was heated to 110° C. for 18 h. The solvents were evaporated and the product purified using chromatography to give the subtitle compound as an orange oil, 600 mg. Starting materials: FC1=CC=C(N)C=C1 (4-fluoroaniline), CC=1C(=NC(=NC1CC)Cl)N1C(C2=CC=CC=C2CC1)C (5-methyl-6-ethyl-4-(1-methyl-1,2,3,4-tetrahydroisoquinolin-2-yl)-2-chloropyrimidine). Run in CN(C=O)C (dimethylformamide). Product: Cl.CC=1C(=NC(=NC1CC)NC1=CC=C(C=C1)F)N1C(C2=CC=CC=C2CC1)C (5-methyl-6-ethyl-2-(4-fluorophenylamino)-4-(1-methyl-1,2,3,4-tetrahydroisoquinolin-2-yl)pyrimidine hydrochloride). Yield: 50.3%. RXN SMILES: [F:1][C:2]1[CH:8]=[CH:7][C:5]([NH2:6])=[CH:4][CH:3]=1.[CH3:9][C:10]1[C:11]([N:19]2[CH2:28][CH2:27][C:26]3[C:21](=[CH:22][CH:23]=[CH:24][CH:25]=3)[CH:20]2[CH3:29])=[N:12][C:13]([Cl:18])=[N:14][C:15]=1[CH2:16][CH3:17]>CN(C)C=O>[ClH:18].[CH3:9][C:10]1[C:11]([N:19]2[CH2:28][CH2:27][C:26]3[C:21](=[CH:22][CH:23]=[CH:24][CH:25]=3)[CH:20]2[CH3:29])=[N:12][C:13]([NH:6][C:5]2[CH:7]=[CH:8][C:2]([F:1])=[CH:3][CH:4]=2)=[N:14][C:15]=1[CH2:16][CH3:17] |f:3.4|. Procedure details: After 4-fluoroaniline(0.50 ml, 5.28 mmol) was added to a mixture solution of 5-methyl-6-ethyl-4-(1-methyl-1,2,3,4-tetrahydroisoquinolin-2-yl)-2-chloropyrimidine (0.80 g, 2.65 mmol) and dimethylformamide(5 ml), 0.55 g of the titled compound was obtained in accordance with the same procedure as in Step 2 of Example 1. The reactants are ClC1=CC=C(C=N1)CC(=O)O ((6-chloro-3-pyridinyl)acetic acid), CC[O-].[Na+] (EtONa), [H-].[Na+] (NaH). Solvent: CCO (EtOH), CCO (EtOH), CCO (EtOH). Reaction conditions: temperature 100 celsius, time 96 hour. Product: C(C)OC1=CC=C(C=N1)CC(=O)O ((6-ethoxy-3-pyridinyl)acetic Acid). Yield: 82.0%. Reaction SMILES: Cl[C:2]1[N:7]=[CH:6][C:5]([CH2:8][C:9]([OH:11])=[O:10])=[CH:4][CH:3]=1.[CH3:12][CH2:13][O-:14].[Na+].[H-].[Na+]>CCO>[CH2:13]([O:14][C:2]1[N:7]=[CH:6][C:5]([CH2:8][C:9]([OH:11])=[O:10])=[CH:4][CH:3]=1)[CH3:12] |f:1.2,3.4|. Procedure: To a stirred solution of (6-chloro-3-pyridinyl)acetic acid (0.094 g, 0.545 mmol) in EtOH (1.6 mL) was added 3.1 M EtONa in EtOH (0.7 mL, 2.17 mmol) and the reaction mixture was stirred at 100° C. room temperature for 24 hours after which an excess of NaH (60% dispersion in oil) was added together with 1 mL EtOH and heating at 100° C. was continued for 96 h. The solvent was evaporated in vacuo and the residue was taken up into diethyl ether (5 mL). The organic phase was washed with diluted HCl (2... The reactants are CC=1CC(OCC1C)(C(=O)OCC)C(=O)OCC (diethyl 3,6-dihydro-4,5-dimethyl-2H-pyran-2,2-dicarboxylate), [OH-].[K+] (potassium hydroxide). Conditions: time 48 hour. Solvent: O1CCCC1 (tetrahydrofuran). Procedure: Part B. A solution of the ester compound prepared in Part A above (9.63 g, 37.6 mmol) in tetrahydrofuran (150 mL) was treated with an aqueous solution of potassium hydroxide (150 mL, 10N, 1.5 mol), and stirred vigorously at ambient temperature for 48 hours. The solid salt was collected by filtration, and neutralized by dissolving into 1N aqueous hydrochloric acid (200 mL). This was extracted with ethyl acetate (2×200 mL), and the extracts were combined, dried over anhydrous sodium sulfate, filte... Reaction SMILES: [CH3:1][C:2]1[CH2:3][C:4]([C:14]([O:16]CC)=[O:15])([C:9]([O:11]CC)=[O:10])[O:5][CH2:6][C:7]=1[CH3:8].[OH-].[K+]>O1CCCC1>[CH3:1][C:2]1[CH2:3][C:4]([C:14]([OH:16])=[O:15])([C:9]([OH:11])=[O:10])[O:5][CH2:6][C:7]=1[CH3:8] |f:1.2|. The product is CC=1CC(OCC1C)(C(=O)O)C(=O)O (3,6-dihydro-4,5-dimethyl-2H-pyran-2,2-dicarboxylic acid). The reactants are C(C)(=O)OCC (Ethyl acetate), BrC1=CC(=C(N(C)C)C=C1)F (4-Bromo-2-fluoro-N,N-dimethyl aniline), [OH-].[K+] (potassium hydroxide), tetrakis triphenyl palladium (0), C(C)B(C1=CC=NC=C1)CC (diethyl (4-pyridyl borane)). The reagents and catalysts are [Br-].C(CCC)[N+](CCCC)(CCCC)CCCC (tetrabutylammonium bromide). The solvent is [Cl-].[Na+].O (brine), O1CCCC1 (tetrahydrofuran). Yields the product FC1=C(N(C)C)C=CC(=C1)C1=CC=NC=C1 (2-Fluoro-N,N-dimethyl-4-(pyridine-4-yl)aniline). The yield is 46.2%. Reaction SMILES: Br[C:2]1[CH:10]=[CH:9][C:5]([N:6]([CH3:8])[CH3:7])=[C:4]([F:11])[CH:3]=1.C(B(CC)[C:15]1[CH:20]=[CH:19][N:18]=[CH:17][CH:16]=1)C.[OH-].[K+].C(OCC)(=O)C>[Br-].C([N+](CCCC)(CCCC)CCCC)CCC.O1CCCC1.[Cl-].[Na+].O>[F:11][C:4]1[CH:3]=[C:2]([C:15]2[CH:20]=[CH:19][N:18]=[CH:17][CH:16]=2)[CH:10]=[CH:9][C:5]=1[N:6]([CH3:8])[CH3:7] |f:2.3,5.6,8.9.10|. Reported procedure: 4-Bromo-2-fluoro-N,N-dimethyl aniline (2.83 g, 13 mmols), tetrakis triphenyl palladium (0) (0.508 g, 0.4 mmols), diethyl (4-pyridyl borane) (1.3 g, 9 mmols), potassium hydroxide (2.81 g, 50 mmols) and tetrabutylammonium bromide (1.42 g, 4 mmols) were combined in tetrahydrofuran (50 ml). The resulting mixture was heated at reflux for 18 hrs under nitrogen then cooled to ambient temperature. Ethyl acetate (100 ml) and brine (50 ml) were added and the organic solution was separated. This was dried ... Starting materials: OCCN1CCCC1 (1-(2-Hydroxyethyl)pyrrolidine), C1(=CC=CC=C1)P(C1=CC=CC=C1)C1=CC=CC=C1 (triphenylphosphine), N(=NC(=O)OC(C)C)C(=O)OC(C)C (diisopropyl azodicarboxylate), C(C1=CC=CC=C1)OC1=C(C(=O)NC2=C(C(=O)OC(C)(C)C)C=CC(=C2)C2=CC=CC=C2)C=C(C=C1)O (tert-butyl 2-(2-(benzyloxy)-5-hydroxybenzamido)-4-phenylbenzoate), OCCN1CCCC1 (1-(2-hydroxyethyl)pyrrolidine), C1(=CC=CC=C1)P(C1=CC=CC=C1)C1=CC=CC=C1 (triphenylphosphine), N(=NC(=O)OC(C)C)C(=O)OC(C)C (diisopropyl azodicarboxylate), OCCN1CCCC1 (1-(2-hydroxyethyl)pyrrolidine), C1(=CC=CC=C1)P(C1=CC=CC=C1)C1=CC=CC=C1 (triphenylphosphine), N(=NC(=O)OC(C)C)C(=O)OC(C)C (diisopropyl azodicarboxylate), OCCN1CCCC1 (1-(2-hydroxyethyl)pyrrolidine), C1(=CC=CC=C1)P(C1=CC=CC=C1)C1=CC=CC=C1 (triphenylphosphine), N(=NC(=O)OC(C)C)C(=O)OC(C)C (diisopropyl azodicarboxylate). The solvent is O1CCCC1 (tetrahydrofuran). Conditions: time 25 minute. Product: C(C1=CC=CC=C1)OC1=C(C(=O)NC2=C(C(=O)OC(C)(C)C)C=CC(=C2)C2=CC=CC=C2)C=C(C=C1)OCCN1CCCC1 (tert-butyl 2-(2-(benzyloxy)-5-(2-(pyrrolidin-1-yl)ethoxy)benzamido)-4-phenylbenzoate). Reaction SMILES: [OH:1][CH2:2][CH2:3][N:4]1[CH2:8][CH2:7][CH2:6][CH2:5]1.C1(P(C2C=CC=CC=2)C2C=CC=CC=2)C=CC=CC=1.N(C(OC(C)C)=O)=NC(OC(C)C)=O.[CH2:42]([O:49][C:50]1[CH:77]=[CH:76][C:75](O)=[CH:74][C:51]=1[C:52]([NH:54][C:55]1[CH:67]=[C:66]([C:68]2[CH:73]=[CH:72][CH:71]=[CH:70][CH:69]=2)[CH:65]=[CH:64][C:56]=1[C:57]([O:59][C:60]([CH3:63])([CH3:62])[CH3:61])=[O:58])=[O:53])[C:43]1[CH:48]=[CH:47][CH:46]=[CH:45][CH:44]=1>O1CCCC1>[CH2:42]([O:49][C:50]1[CH:77]=[CH:76][C:75]([O:1][CH2:2][CH2:3][N:4]2[CH2:8][CH2:7][CH2:6][CH2:5]2)=[CH:74][C:51]=1[C:52]([NH:54][C:55]1[CH:67]=[C:66]([C:68]2[CH:73]=[CH:72][CH:71]=[CH:70][CH:69]=2)[CH:65]=[CH:64][C:56]=1[C:57]([O:59][C:60]([CH3:63])([CH3:62])[CH3:61])=[O:58])=[O:53])[C:43]1[CH:44]=[CH:45][CH:46]=[CH:47][CH:48]=1. Procedure details: 1-(2-Hydroxyethyl)pyrrolidine (0.016 mL), triphenylphosphine (0.038 g), and diisopropyl azodicarboxylate (0.029 mL) were added to a tetrahydrofuran (1.2 mL) solution of tert-butyl 2-(2-(benzyloxy)-5-hydroxybenzamido)-4-phenylbenzoate (0.060 g), followed by stirring at room temperature for 25 minutes. To the reaction mixture, 1-(2-hydroxyethyl)pyrrolidine (0.016 mL), triphenylphosphine (0.038 g), and diisopropyl azodicarboxylate (0.029 mL) were added, followed by stirring at room temperature for ...